Dataset: the Open Reaction Database (ORD), a public repository of structured organic reaction records. Task: describe an organic reaction: reactants, conditions, products, and yield Reactants: C1(CC1)C(COC1=C(C=C(C=C1)[N+](=O)[O-])OC)O (Racemic 1-cyclopropyl-2-(2-methoxy-4-nitrophenoxy)ethanol), resultant eluant, MeCN 1-PrOH, C(=O)=O.CC(C)O (CO2 i-PrOH). Product: C1(CC1)[C@H](COC1=C(C=C(C=C1)[N+](=O)[O-])OC)O ((R)-1-cyclopropyl-2-(2-methoxy-4-nitrophenoxy)ethanol). Reaction SMILES: [CH:1]1([CH:4]([OH:18])[CH2:5][O:6][C:7]2[CH:12]=[CH:11][C:10]([N+:13]([O-:15])=[O:14])=[CH:9][C:8]=2[O:16][CH3:17])[CH2:3][CH2:2]1.C(=O)=O.CC(O)C>>[CH:1]1([C@@H:4]([OH:18])[CH2:5][O:6][C:7]2[CH:12]=[CH:11][C:10]([N+:13]([O-:15])=[O:14])=[CH:9][C:8]=2[O:16][CH3:17])[CH2:3][CH2:2]1 |f:1.2|. Procedure details: Racemic 1-cyclopropyl-2-(2-methoxy-4-nitrophenoxy)ethanol (45.1 g, mmol) in 2/1 MeCN/1-PrOH (451 mL) was resolved by chiral chromatography resolution using a CHIRALPAK® AD-H (3×25 cm, 5 μm) column under the Chiral-SFC conditions. The chromatographic conditions employed an 85/15 mixture of CO2/i-PrOH as the mobile solvent with a flow rate of 130 mL/min at 35° C. with the BPR pressure maintained at 100 bar and detector wavelength at 234 nM. Each 0.7 mL injection required a run time of 7 min. The c... Reported procedure: Methyl 2-n-butyl-3-{2'-(1H-tetrazol-5-yl)-biphenyl-4-yl}methyl-4,5,6,7-tetrahydroimidazo[4,5-c]-pyridine 6-carboxylate hydrochloride and benzyloxycarbonyl-acetic acid are treated in the same manner as in Example 8-(1) to give methyl 2-n-butyl-5-benzyloxycarbonylacetyl-3 -{2'-(1H-tetrazol-5-yl)biphenyl-4-yl}methyl-4,5,6,7-tetra-hydroimidazo[4,5-c]pyridine-6-carboxylate. Starting materials: Cl.C(CCC)C1=NC2=C(CNC(C2)C(=O)OC)N1CC1=CC=C(C=C1)C1=C(C=CC=C1)C1=NN=NN1 (Methyl 2-n-butyl-3-{2'-(1H-tetrazol-5-yl)-biphenyl-4-yl}methyl-4,5,6,7-tetrahydroimidazo[4,5-c]-pyridine 6-carboxylate hydrochloride), C(C1=CC=CC=C1)OC(=O)CC(=O)O (benzyloxycarbonyl-acetic acid). Reaction SMILES: Cl.[CH2:2]([C:6]1[N:18]([CH2:19][C:20]2[CH:25]=[CH:24][C:23]([C:26]3[CH:31]=[CH:30][CH:29]=[CH:28][C:27]=3[C:32]3[NH:36][N:35]=[N:34][N:33]=3)=[CH:22][CH:21]=2)[C:9]2[CH2:10][NH:11][CH:12]([C:14]([O:16][CH3:17])=[O:15])[CH2:13][C:8]=2[N:7]=1)[CH2:3][CH2:4][CH3:5].[CH2:37]([O:44][C:45]([CH2:47][C:48](O)=[O:49])=[O:46])[C:38]1[CH:43]=[CH:42][CH:41]=[CH:40][CH:39]=1>>[CH2:2]([C:6]1[N:18]([CH2:19][C:20]2[CH:25]=[CH:24][C:23]([C:26]3[CH:31]=[CH:30][CH:29]=[CH:28][C:27]=3[C:32]3[NH:36][N:35]=[N:34][N:33]=3)=[CH:22][CH:21]=2)[C:9]2[CH2:10][N:11]([C:48](=[O:49])[CH2:47][C:45]([O:44][CH2:37][C:38]3[CH:39]=[CH:40][CH:41]=[CH:42][CH:43]=3)=[O:46])[CH:12]([C:14]([O:16][CH3:17])=[O:15])[CH2:13][C:8]=2[N:7]=1)[CH2:3][CH2:4][CH3:5] |f:0.1|. Yields the product C(CCC)C1=NC2=C(CN(C(C2)C(=O)OC)C(CC(=O)OCC2=CC=CC=C2)=O)N1CC1=CC=C(C=C1)C1=C(C=CC=C1)C1=NN=NN1 (methyl 2-n-butyl-5-benzyloxycarbonylacetyl-3 -{2'-(1H-tetrazol-5-yl)biphenyl-4-yl}methyl-4,5,6,7-tetra-hydroimidazo[4,5-c]pyridine-6-carboxylate). Starting materials: FC(S(=O)(=O)O)(F)F (trifluoromethanesulfonic acid), ClC(C(OC(C)(C)C)=N)(Cl)Cl (tert-butyl 2,2,2-trichloroacetimidate), ClCCl (dichloromethane), O=C(CCCCC(=O)O)C (6-oxoheptanoic acid). RXN SMILES: [O:1]=[C:2]([CH3:10])[CH2:3][CH2:4][CH2:5][CH2:6][C:7]([OH:9])=[O:8].ClC(Cl)(Cl)C(=N)O[C:15]([CH3:18])([CH3:17])[CH3:16].ClCCl.FC(F)(F)S(O)(=O)=O>C1CCCCC1>[O:1]=[C:2]([CH3:10])[CH2:3][CH2:4][CH2:5][CH2:6][C:7]([O:9][C:15]([CH3:18])([CH3:17])[CH3:16])=[O:8]. Reported procedure: 10.0 g (about 90% pure, 62.4 mmol) of 6-oxoheptanoic acid were initially charged in 71.8 ml of cyclohexane, and 20.46 g (93.6 mmol) of tert-butyl 2,2,2-trichloroacetimidate and 15 ml of dichloromethane were added. At −10° C. 0.55 ml (6.24 mmol) of trifluoromethanesulfonic acid were slowly added dropwise to the solution. The resulting suspension was stirred overnight with warming to RT. The insoluble precipitate was then removed by filtration. The filtrate was washed twice with sodium bicarbonate... Conditions: time 8 hour. Run in C1CCCCC1 (cyclohexane). The product is O=C(CCCCC(=O)OC(C)(C)C)C (Tert-Butyl 6-oxoheptanoate). Reactants: CC(C)(C)OC(=O)N1CCC(ON)CC1, CCN=C=NCCCN(C)C, CCN(C(C)C)C(C)C, Cl, O=C(O)c1cc2ccncn2c1Nc1ccc(I)cc1F, CN(C)C=O, On1nnc2ccccc21. The product is CC(C)(C)OC(=O)N1CCC(ONC(=O)c2cc3ccncn3c2Nc2ccc(I)cc2F)CC1. Reaction SMILES: [C:22]([CH3:23])([CH3:24])([CH3:25])[O:26][C:27](=[O:28])[N:29]1[CH2:30][CH2:31][CH:32]([O:35][NH2:36])[CH2:33][CH2:34]1.[CH3:47][CH2:48][N:49]=[C:50]=[N:51][CH2:52][CH2:53][CH2:54][N:55]([CH3:56])[CH3:57].[CH:59]([N:60]([CH2:61][CH3:62])[CH:63]([CH3:64])[CH3:65])([CH3:66])[CH3:67].[ClH:58].[F:1][c:2]1[c:3]([NH:9][c:10]2[c:11]([C:19](=[O:20])[OH:21])[cH:12][c:13]3[n:14]2[cH:15][n:16][cH:17][cH:18]3)[cH:4][cH:5][c:6]([I:8])[cH:7]1.[O:68]=[CH:69][N:70]([CH3:71])[CH3:72].[OH:37][n:38]1[c:39]2[c:40]([cH:41][cH:42][cH:43][cH:44]2)[n:45][n:46]1>>[F:1][c:2]1[c:3]([NH:9][c:10]2[c:11]([C:19](=[O:21])[NH:36][O:35][CH:32]3[CH2:31][CH2:30][N:29]([C:27]([O:26][C:22]([CH3:23])([CH3:24])[CH3:25])=[O:28])[CH2:34][CH2:33]3)[cH:12][c:13]3[n:14]2[cH:15][n:16][cH:17][cH:18]3)[cH:4][cH:5][c:6]([I:8])[cH:7]1.